describe an organic reaction: reactants, conditions, products, and yield From a dataset of the Open Reaction Database (ORD), a public repository of structured organic reaction records. Reactants: ice water, C(C)(C)(C)OC(CC1=CC(=CC=C1)Br)=O (3-bromo-phenyl acetic acid tert-butyl ester), C(=C)N1C(C=2C(C1=O)=CC=CC2)=O (N-vinyl phthalimide), C(C)(C)N(CC)C(C)C (diisopropylethylamine), C1(=C(C=CC=C1)P(C1=C(C=CC=C1)C)C1=C(C=CC=C1)C)C (tritolylphosphine). Reagents/catalysts: C(C)(=O)[O-].[Pd+2].C(C)(=O)[O-] (palladium acetate). Run in CCOC(=O)C (EtOAc), C(C)#N (acetonitrile). Conditions: temperature 90 celsius, time 20 hour. Product: O=C1N(C(C2=CC=CC=C12)=O)C=CC1=C(C=CC=C1)CC(=O)O ({2-[2-(1.3-Dioxo-1,3-dihydro-isoindol-2-yl)-vinyl]-phenyl}-acetic acid). The yield is 30.5%. Reaction SMILES: C([O:5][C:6](=[O:15])[CH2:7][C:8]1[CH:13]=[CH:12][CH:11]=[C:10](Br)[CH:9]=1)(C)(C)C.[CH:16]([N:18]1[C:22](=[O:23])[C:21]2=[CH:24][CH:25]=[CH:26][CH:27]=[C:20]2[C:19]1=[O:28])=[CH2:17].C(N(C(C)C)CC)(C)C.C1(C)C=CC=CC=1P(C1C=CC=CC=1C)C1C=CC=CC=1C>C(#N)C.C([O-])(=O)C.[Pd+2].C([O-])(=O)C.CCOC(C)=O>[O:28]=[C:19]1[C:20]2[C:21](=[CH:24][CH:25]=[CH:26][CH:27]=2)[C:22](=[O:23])[N:18]1[CH:16]=[CH:17][C:13]1[CH:12]=[CH:11][CH:10]=[CH:9][C:8]=1[CH2:7][C:6]([OH:5])=[O:15] |f:5.6.7|. Reported procedure: A mixture of 3-bromo-phenyl acetic acid tert-butyl ester (5.64 g, 20.80 mmol), N-vinyl phthalimide (3.60 g, 20.80 mmol), diisopropylethylamine (3.63 g, 28.08 mmol), palladium acetate (107 mg, 0.478 mmol), and tritolylphosphine (475 mg, 1.56 mmol) in acetonitrile (10 mL) was stirred at 90° C. for 20 h. The reaction was cooled to room temperature and ice water (50 mL) was added. EtOAc (50 mL) was added and the organic solution was washed with 5.5% HCl followed by brine. The organic solution was dr... Reactants: C[C@]12C(C([C@H](CC1)C2(C)C)=O)=O ((1S,4R)-1,7,7-trimethyl-bicyclo[2.2.1]heptane-2,3-dione), COP(OC)(=O)CC(C(C)C)=O ((3-methyl-2-oxo-butyl)-phosphonic acid dimethyl ester), O.NN (hydrazine monohydrate). Product: C(C)(C)C1=NN=C2[C@]3(CC[C@@H](C2=C1)C3(C)C)C ((1S,8R)-5-Isopropyl-1,11,11-trimethyl-3,4-diaza-tricyclo[6.2.1.02,7]undeca-2,4,6-triene). Reaction SMILES: [CH3:1][C@@:2]12[C:8]([CH3:10])([CH3:9])[C@@H:5]([CH2:6][CH2:7]1)[C:4](=O)[C:3]2=O.COP([CH2:19][C:20](=O)[CH:21]([CH3:23])[CH3:22])(=O)OC.O.[NH2:26][NH2:27]>>[CH:21]([C:20]1[CH:19]=[C:4]2[C:3]([C@:2]3([CH3:1])[C:8]([CH3:10])([CH3:9])[C@H:5]2[CH2:6][CH2:7]3)=[N:27][N:26]=1)([CH3:23])[CH3:22] |f:2.3|. Procedure: off-white crystalline solid. MS (ESI): 231.0 (MH+). Prepared from (1S,4R)-1,7,7-trimethyl-bicyclo[2.2.1]heptane-2,3-dione, (3-methyl-2-oxo-butyl)-phosphonic acid dimethyl ester, hydrazine monohydrate. Procedure details: 3-(4,5-methylenedioxy-2-nitrophenyl)acrylic acid (10 g, 42 mmol) in 50 ml dry DMF, 450 ml absolute ethanol and 1.5 ml conc. HCl was reduced catalytically at 1 atm., 22° C., using 1.5 g 5% palladium on carbon to give 6.5 g 6,7-methylenedioxy-1,2,3,4-tetrahydro-2-oxoquinoline as light brown crystals, which was used without further purification. Yield: 80.9%. Run in Cl (HCl), CN(C)C=O (DMF), C(C)O (ethanol). Reagents/catalysts: [Pd] (palladium on carbon). RXN SMILES: [CH2:1]1[O:9][C:8]2[C:3](=[CH:4][C:5]([N+:15]([O-])=O)=[C:6]([CH:10]=[CH:11][C:12](O)=[O:13])[CH:7]=2)[O:2]1>CN(C=O)C.C(O)C.Cl.[Pd]>[CH2:1]1[O:2][C:3]2[CH:4]=[C:5]3[C:6]([CH2:10][CH2:11][C:12](=[O:13])[NH:15]3)=[CH:7][C:8]=2[O:9]1. Product: C1OC=2C=C3CCC(NC3=CC2O1)=O (6,7-methylenedioxy-1,2,3,4-tetrahydro-2-oxoquinoline). The reactants are C1OC2=CC(=C(C=C2O1)C=CC(=O)O)[N+](=O)[O-] (3-(4,5-methylenedioxy-2-nitrophenyl)acrylic acid). Starting materials: CC(C(=O)NC1=C(C(=O)OC)C=CC(=N1)NC(C(C)(C)C)=O)(C)C (methyl 2,6-bis[(2,2-dimethylpropanoyl)amino]nicotinate), ClN1C(CCC1=O)=O (N-chlorosuccinimide). The solvent is CN(C=O)C (N,N-dimethylformamide), CN(C=O)C (N,N-dimethylformamide). Reaction conditions: temperature 70 celsius, time 2 hour. The product is ClC=1C(=NC(=C(C(=O)OC)C1)NC(C(C)(C)C)=O)NC(C(C)(C)C)=O (methyl 5-chloro-2,6-bis[(2,2-dimethylpropanoyl)amino]nicotinate). The yield is 75.0%. RXN SMILES: [CH3:1][C:2]([CH3:24])([CH3:23])[C:3]([NH:5][C:6]1[N:15]=[C:14]([NH:16][C:17](=[O:22])[C:18]([CH3:21])([CH3:20])[CH3:19])[CH:13]=[CH:12][C:7]=1[C:8]([O:10][CH3:11])=[O:9])=[O:4].[Cl:25]N1C(=O)CCC1=O>CN(C)C=O>[Cl:25][C:13]1[C:14]([NH:16][C:17](=[O:22])[C:18]([CH3:21])([CH3:20])[CH3:19])=[N:15][C:6]([NH:5][C:3](=[O:4])[C:2]([CH3:24])([CH3:23])[CH3:1])=[C:7]([CH:12]=1)[C:8]([O:10][CH3:11])=[O:9]. Procedure: To a solution of methyl 2,6-bis[(2,2-dimethylpropanoyl)amino]nicotinate (Example 2, Step 1, 186 g, 555 mmol) in anhydrous N,N-dimethylformamide (930 mL) was added a solution of N-chlorosuccinimide (81.5 g, 610 mmol) in anhydrous N,N-dimethylformamide (560 mL) dropwise from a dropping funnel (1 L) during the period of 2.5 h at 70° C. (internal temperature) under nitrogen atmosphere. The resulting pale yellow solution was stirred at 70° C. for 2 h and allowed to cool to room temperature. The react... Starting materials: C(C)OC(=O)CC=1CN(CC1)C(=O)OC(C)(C)C (tert-butyl 3-(ethoxycarbonylmethyl)-2,5-dihydropyrrole-1-carboxylate), [H-].[Al+3].[Li+].[H-].[H-].[H-] (lithium aluminum hydride), [H-].[Al+3].[Li+].[H-].[H-].[H-] (lithium aluminum hydride), O (water), C(C)(=O)OCC (ethyl acetate). Run in O1CCCC1 (tetrahydrofuran), O1CCCC1 (tetrahydrofuran). Reaction conditions: time 1 hour. Product: OCCC=1CN(CC1)C(=O)OC(C)(C)C (tert-butyl 3-(2-hydroxyethyl)-2,5-dihydropyrrole-1-carboxylate). RXN SMILES: [H-].[Al+3].[Li+].[H-].[H-].[H-].C([O:9][C:10]([CH2:12][C:13]1[CH2:14][N:15]([C:18]([O:20][C:21]([CH3:24])([CH3:23])[CH3:22])=[O:19])[CH2:16][CH:17]=1)=O)C.C(OCC)(=O)C.O>O1CCCC1>[OH:9][CH2:10][CH2:12][C:13]1[CH2:14][N:15]([C:18]([O:20][C:21]([CH3:24])([CH3:23])[CH3:22])=[O:19])[CH2:16][CH:17]=1 |f:0.1.2.3.4.5|. Procedure details: To a suspension of 1.22 g (32.1 mM) of lithium aluminum hydride in 150 ml of tetrahydrofuran was added a solution of 8.201 g (32.122 mM) of tert-butyl 3-(ethoxycarbonylmethyl)-2,5-dihydropyrrole-1-carboxylate in 50 ml of tetrahydrofuran dropwise under ice-cooling and the mixture was stirred at room temperature for 1 hour. To this reaction mixture was added ethyl acetate with ice-cooling to decompose the excess lithium aluminum hydride, and water was added until a white precipitate had formed. Th...